describe an organic reaction: reactants, conditions, products, and yield From a dataset of the Open Reaction Database (ORD), a public repository of structured organic reaction records. Reactants: C(C)(C)(C)OC(=O)NCCN[C@]12[C@@H]([C@H]3CC[C@@H]4[C@]5(CC=C(C([C@@H]5CC[C@]4([C@@]3(CC1)C)C)(C)C)C1=CC=C(C(=O)OC)C=C1)C)[C@@H](CC2)C(=C)C (methyl 4-((1R,3aS,5aR,5bR,7aR,11aS,11bR,13aR,13bR)-3a-(2-(tert-butoxycarbonylamino)ethylamino)-5a,5b,8,8,11a-pentamethyl-1-(prop-1-en-2-yl)-2,3,3a,4,5,5a,5b,6,7,7a,8,11,11a,11b,12,13,13a,13b-octadecahydro-1H-cyclopenta[a]chrysen-9-yl)benzoate), Cl (HCl). Solvent: O1CCOCC1 (dioxane). Reaction conditions: time 4 hour. The product is NCCN[C@]12[C@@H]([C@H]3CC[C@@H]4[C@]5(CC=C(C([C@@H]5CC[C@]4([C@@]3(CC1)C)C)(C)C)C1=CC=C(C(=O)OC)C=C1)C)[C@@H](CC2)C(=C)C (methyl 4-((1R,3aS,5aR,5bR,7aR,11aS,11bR,13aR,13bR)-3a-(2-aminoethylamino)-5a,5b,8,8,11a-pentamethyl-1-(prop-1-en-2-yl)-2,3,3a,4,5,5a,5b,6,7,7a,8,11,11a,11b,12,13,13a,13b-octadecahydro-1H-cyclopenta[a]chrysen-9-yl)benzoate). The yield is 100.0%. Reaction SMILES: C(OC([NH:8][CH2:9][CH2:10][NH:11][C@:12]12[CH2:47][CH2:46][C@@H:45]([C:48]([CH3:50])=[CH2:49])[C@@H:13]1[C@@H:14]1[C@@:27]([CH3:30])([CH2:28][CH2:29]2)[C@@:26]2([CH3:31])[C@@H:17]([C@:18]3([CH3:44])[C@@H:23]([CH2:24][CH2:25]2)[C:22]([CH3:33])([CH3:32])[C:21]([C:34]2[CH:43]=[CH:42][C:37]([C:38]([O:40][CH3:41])=[O:39])=[CH:36][CH:35]=2)=[CH:20][CH2:19]3)[CH2:16][CH2:15]1)=O)(C)(C)C.Cl>O1CCOCC1>[NH2:8][CH2:9][CH2:10][NH:11][C@:12]12[CH2:47][CH2:46][C@@H:45]([C:48]([CH3:50])=[CH2:49])[C@@H:13]1[C@@H:14]1[C@@:27]([CH3:30])([CH2:28][CH2:29]2)[C@@:26]2([CH3:31])[C@@H:17]([C@:18]3([CH3:44])[C@@H:23]([CH2:24][CH2:25]2)[C:22]([CH3:33])([CH3:32])[C:21]([C:34]2[CH:35]=[CH:36][C:37]([C:38]([O:40][CH3:41])=[O:39])=[CH:42][CH:43]=2)=[CH:20][CH2:19]3)[CH2:16][CH2:15]1. Procedure details: To a solution of methyl 4-((1R,3aS,5aR,5bR,7aR,11aS,11bR,13aR,13bR)-3a-(2-(tert-butoxycarbonylamino)ethylamino)-5a,5b,8,8,11a-pentamethyl-1-(prop-1-en-2-yl)-2,3,3a,4,5,5a,5b,6,7,7a,8,11,11a,11b,12,13,13a,13b-octadecahydro-1H-cyclopenta[a]chrysen-9-yl)benzoate (900 mg, 1.310 mmol) in dioxane (1 mL) was added HCl (4M in dioxane) (4.26 mL, 17.03 mmol) and the reaction mixture was stirred for 4 h at rt. The reaction mixture was concentrated under reduced pressure to provide the title compound as a b... Starting materials: Cc1nnc(C2CCCN2C(=O)OC(C)(C)C)n1C(C)c1ccc(Cl)cc1, ClCCl, O=C(O)C(F)(F)F. Yields the product Cc1nnc(C2CCCN2)n1C(C)c1ccc(Cl)cc1. RXN SMILES: [Cl:1][c:2]1[cH:3][cH:4][c:5]([CH:8]([CH3:9])[n:10]2[c:11]([CH:16]3[N:17]([C:21]([O:22][C:23]([CH3:24])([CH3:25])[CH3:26])=[O:27])[CH2:18][CH2:19][CH2:20]3)[n:12][n:13][c:14]2[CH3:15])[cH:6][cH:7]1.[Cl:35][CH2:36][Cl:37].[F:28][C:29]([F:30])([F:31])[C:32]([OH:33])=[O:34]>>[Cl:1][c:2]1[cH:3][cH:4][c:5]([CH:8]([CH3:9])[n:10]2[c:11]([CH:16]3[NH:17][CH2:18][CH2:19][CH2:20]3)[n:12][n:13][c:14]2[CH3:15])[cH:6][cH:7]1. The reactants are CN(C=CC(=O)C=1C=C(C=CC1)NC(C)=O)C (N-[3-[3-(dimethylamino)-1-oxo-2-propenyl]phenyl]acetamide), C(#CC)Br (propynyl bromide). Yields the product CN(C=CC(=O)C=1C=C(C=CC1)N(C(C)=O)CC#C)C (N-[3-[3-(dimethylamino)-1-oxo-2-propenyl]phenyl]-N-2-propynylacetamide). As a reaction SMILES: [CH3:1][N:2]([CH3:17])[CH:3]=[CH:4][C:5]([C:7]1[CH:8]=[C:9]([NH:13][C:14](=[O:16])[CH3:15])[CH:10]=[CH:11][CH:12]=1)=[O:6].[C:18](Br)#[C:19][CH3:20]>>[CH3:17][N:2]([CH3:1])[CH:3]=[CH:4][C:5]([C:7]1[CH:8]=[C:9]([N:13]([CH2:20][C:19]#[CH:18])[C:14](=[O:16])[CH3:15])[CH:10]=[CH:11][CH:12]=1)=[O:6]. Procedure details: An 11.61 g portion of N-[3-[3-(dimethylamino)-1-oxo-2-propenyl]phenyl]acetamide was reacted with propynyl bromide as described in Example 6, giving N-[3-[3-(dimethylamino)-1-oxo-2-propenyl]phenyl]-N-2-propynylacetamide, mp 98°-101° C. Reactants: [BH4-], CO, O=Cc1ccc2c(c1)OCO2, ClCCl, COc1ccc2nccc(C(O)CN3CCOC(CN)C3)c2c1, [Na+]. Yields the product COc1ccc2nccc(C(O)CN3CCOC(CNCc4ccc5c(c4)OCO5)C3)c2c1. As a reaction SMILES: [BH4-:35].[CH3:40][OH:41].[CH:1](=[O:2])[c:3]1[cH:4][cH:5][c:6]2[c:10]([cH:11]1)[O:9][CH2:8][O:7]2.[Cl:37][CH2:38][Cl:39].[NH2:12][CH2:13][CH:14]1[O:15][CH2:16][CH2:17][N:18]([CH2:20][CH:21]([OH:22])[c:23]2[cH:24][cH:25][n:26][c:27]3[cH:28][cH:29][c:30]([O:33][CH3:34])[cH:31][c:32]23)[CH2:19]1.[Na+:36]>>[CH2:1]([c:3]1[cH:4][cH:5][c:6]2[c:10]([cH:11]1)[O:9][CH2:8][O:7]2)[NH:12][CH2:13][CH:14]1[O:15][CH2:16][CH2:17][N:18]([CH2:20][CH:21]([OH:22])[c:23]2[cH:24][cH:25][n:26][c:27]3[cH:28][cH:29][c:30]([O:33][CH3:34])[cH:31][c:32]23)[CH2:19]1.